Dataset: the Open Reaction Database (ORD), a public repository of structured organic reaction records. Task: describe an organic reaction: reactants, conditions, products, and yield The reactants are [Li]C=1C=CC=CC1 (PhLi), CCOCC (ether), CC1=C(C=CC=C1)NCC1=C(C2=CC=CC=C2C=C1)C1=CC=CC(=N1)C=O (6-(2-{[(2-methylphenyl)amino]methyl}-1-naphthyl)pyridine-2-carbaldehyde), C(C)(C)(C)N (tert-butylamine), ( 4A ), O (water), white solid. The solvent is C1CCOC1 (THF). Run at time 8 hour. The product is C(C)(C)(C)NC(C1=CC=CC(=N1)C1=C(C=CC2=CC=CC=C12)CNC1=C(C=CC=C1)C)C1=CC=CC=C1 (N-[(1-{6-[(tert-Butylamino)(phenyl)methyl]pyridin-2-yl}-2-naphthyl)methyl]-2-methylaniline). As a reaction SMILES: [CH3:1][C:2]1[CH:7]=[CH:6][CH:5]=[CH:4][C:3]=1[NH:8][CH2:9][C:10]1[CH:19]=[CH:18][C:17]2[C:12](=[CH:13][CH:14]=[CH:15][CH:16]=2)[C:11]=1[C:20]1[N:25]=[C:24]([CH:26]=O)[CH:23]=[CH:22][CH:21]=1.[C:28]([NH2:32])([CH3:31])([CH3:30])[CH3:29].[Li][C:34]1[CH:35]=CC=[CH:38][CH:39]=1.O.CCO[CH2:44][CH3:45]>C1COCC1>[C:28]([NH:32][CH:26]([C:45]1[CH:44]=[CH:38][CH:39]=[CH:34][CH:35]=1)[C:24]1[N:25]=[C:20]([C:11]2[C:12]3[C:17](=[CH:16][CH:15]=[CH:14][CH:13]=3)[CH:18]=[CH:19][C:10]=2[CH2:9][NH:8][C:3]2[CH:4]=[CH:5][CH:6]=[CH:7][C:2]=2[CH3:1])[CH:21]=[CH:22][CH:23]=1)([CH3:31])([CH3:30])[CH3:29]. Procedure details: A mixture of 2.00 g (5.68 mmol) of 6-(2-{[(2-methylphenyl)amino]methyl}-1-naphthyl)pyridine-2-carbaldehyde, 1.24 g (17.0 mmol) of tert-butylamine, 40 g of molecular sieves (4A) in 40 ml of THF was stirred overnight at room temperature. Further on, the molecular sieves were separated, washed with 2×25 ml of THF, and the resulting solution was additionally centrifuged to split off some precipitate. This solution was evaporated to dryness. A solution of the residue in 40 ml of THF was cooled to −80... Reactants: FC(COC(=O)N1C2=C(N(C(C(C1)NC(=O)OC(C)(C)C)=O)CCOCC1=CC=CC=C1)C=CC=C2)(F)F ((RS)-5-(2-benzyloxy-ethyl)-3-tert-butoxycarbonylamino-4-oxo-2,3,4,5-tetrahydro-benzo[b][1,4]diazepine-1-carboxylic acid 2,2,2-trifluoro-ethyl ester), Cl (hydrochlorid). Run in O1CCOCC1 (dioxane). Product: Cl.FC(COC(=O)N1C2=C(N(C([C@H](C1)N)=O)CCOCC1=CC=CC=C1)C=CC=C2)(F)F ((S)-3-Amino-5-(2-benzyloxy-ethyl)-4-oxo-2,3,4,5-tetrahydro-benzo[b][1,4]diazepine-1-carboxylic acid 2,2,2-trifluoro-ethyl ester Hydrochloride). As a reaction SMILES: [F:1][C:2]([F:38])([F:37])[CH2:3][O:4][C:5]([N:7]1[CH2:13][CH:12]([NH:14]C(OC(C)(C)C)=O)[C:11](=[O:22])[N:10]([CH2:23][CH2:24][O:25][CH2:26][C:27]2[CH:32]=[CH:31][CH:30]=[CH:29][CH:28]=2)[C:9]2[CH:33]=[CH:34][CH:35]=[CH:36][C:8]1=2)=[O:6].[ClH:39]>O1CCOCC1>[ClH:39].[F:38][C:2]([F:1])([F:37])[CH2:3][O:4][C:5]([N:7]1[CH2:13][C@H:12]([NH2:14])[C:11](=[O:22])[N:10]([CH2:23][CH2:24][O:25][CH2:26][C:27]2[CH:28]=[CH:29][CH:30]=[CH:31][CH:32]=2)[C:9]2[CH:33]=[CH:34][CH:35]=[CH:36][C:8]1=2)=[O:6] |f:3.4|. Procedure details: In an analogous manner to that described in Example 1d), the treatment of the (RS)-5-(2-benzyloxy-ethyl)-3-tert-butoxycarbonylamino-4-oxo-2,3,4,5-tetrahydro-benzo[b][1,4]diazepine-1-carboxylic acid 2,2,2-trifluoro-ethyl ester with hydrochlorid acid (37%) in dioxane yielded quantitatively the title compound as a light yellow foam; MS (m/e): 438 (M+H)+. Starting materials: CO, CN1CCCC1=O, CCN(C(C)C)C(C)C, CCn1ncc2c3c(Cl)nnc(N4CCC(O)CC4)c3cnc21, COc1ccc(CN)cc1Cl, ClCCl, Cl. Yields the product CCn1ncc2c3c(NCc4ccc(OC)c(Cl)c4)nnc(N4CCC(O)CC4)c3cnc21. Reaction SMILES: [CH3:45][OH:46].[CH3:50][N:51]1[CH2:52][CH2:53][CH2:54][C:55]1=[O:56].[CH:36]([N:37]([CH:38]([CH3:39])[CH3:40])[CH2:41][CH3:42])([CH3:43])[CH3:44].[Cl:1][c:2]1[c:3]2[c:4]([c:5]([N:8]3[CH2:9][CH2:10][CH:11]([OH:14])[CH2:12][CH2:13]3)[n:6][n:7]1)[cH:15][n:16][c:17]1[c:18]2[cH:19][n:20][n:21]1[CH2:22][CH3:23].[Cl:25][c:26]1[cH:27][c:28]([CH2:34][NH2:35])[cH:29][cH:30][c:31]1[O:32][CH3:33].[Cl:47][CH2:48][Cl:49].[ClH:24]>>[c:2]1([NH:35][CH2:34][c:28]2[cH:27][c:26]([Cl:25])[c:31]([O:32][CH3:33])[cH:30][cH:29]2)[c:3]2[c:4]([c:5]([N:8]3[CH2:9][CH2:10][CH:11]([OH:14])[CH2:12][CH2:13]3)[n:6][n:7]1)[cH:15][n:16][c:17]1[c:18]2[cH:19][n:20][n:21]1[CH2:22][CH3:23]. Reactants: O=C([O-])[O-], ClCCl, N#CCl, [Na+], [Na+], [Na+], [OH-], O, Oc1ccc(C2(c3ccc(O)cc3)CCCCC2)cc1. The product is N#COc1ccc(C2(c3ccc(O)cc3)CCCCC2)cc1. Reaction SMILES: [C:24](=[O:25])([O-:26])[O-:27].[CH2:33]([Cl:34])[Cl:35].[N:21]#[C:22][Cl:23].[Na+:28].[Na+:29].[Na+:31].[OH-:30].[OH2:32].[OH:1][c:2]1[cH:3][cH:4][c:5]([C:8]2([c:14]3[cH:15][cH:16][c:17]([OH:20])[cH:18][cH:19]3)[CH2:9][CH2:10][CH2:11][CH2:12][CH2:13]2)[cH:6][cH:7]1>>[OH:1][c:2]1[cH:3][cH:4][c:5]([C:8]2([c:14]3[cH:15][cH:16][c:17]([O:20][C:22]#[N:21])[cH:18][cH:19]3)[CH2:9][CH2:10][CH2:11][CH2:12][CH2:13]2)[cH:6][cH:7]1. Reactants: CCN=C=NCCCN(C)C, Cl, O=C(O)c1cc2cc(F)ccc2[nH]1, NCC1C2CC3CC1CN(C3)C2, On1nnc2ccccc21, c1ccncc1. Yields the product O=C(NCC1C2CC3CC1CN(C3)C2)c1cc2cc(F)ccc2[nH]1. As a reaction SMILES: [CH3:37][N:38]([CH3:39])[CH2:40][CH2:41][CH2:42][N:43]=[C:44]=[N:45][CH2:46][CH3:47].[ClH:36].[F:13][c:14]1[cH:15][c:16]2[cH:17][c:18]([C:23](=[O:24])[OH:25])[nH:19][c:20]2[cH:21][cH:22]1.[N:1]12[CH2:2][CH:3]3[CH:4]([CH2:11][NH2:12])[CH:5]([CH2:6][CH:7]([CH2:8]1)[CH2:9]3)[CH2:10]2.[OH:26][n:27]1[c:28]2[cH:29][cH:30][cH:31][cH:32][c:33]2[n:34][n:35]1.[cH:48]1[cH:49][cH:50][n:51][cH:52][cH:53]1>>[N:1]12[CH2:2][CH:3]3[CH:4]([CH2:11][NH:12][C:23]([c:18]4[cH:17][c:16]5[cH:15][c:14]([F:13])[cH:22][cH:21][c:20]5[nH:19]4)=[O:24])[CH:5]([CH2:6][CH:7]([CH2:8]1)[CH2:9]3)[CH2:10]2. Starting materials: NN1C(C2=CC=CC=C2C(=N1)N1CCOCC1)=O (2-amino-4-morpholinophthalazin-1(2H)-one), OC=1C=C(C=CC1)CC(=O)O (2-(3-hydroxyphenyl)acetic acid). Yields the product OC=1C=C(C=CC1)CC(=O)NN1C(C2=CC=CC=C2C(=N1)N1CCOCC1)=O (2-(3-hydroxyphenyl)-N-[4-(morpholin-4-yl)-1-oxophthalazin-2(1H)-yl]acetamide). As a reaction SMILES: [NH2:1][N:2]1[N:11]=[C:10]([N:12]2[CH2:17][CH2:16][O:15][CH2:14][CH2:13]2)[C:9]2[C:4](=[CH:5][CH:6]=[CH:7][CH:8]=2)[C:3]1=[O:18].[OH:19][C:20]1[CH:21]=[C:22]([CH2:26][C:27](O)=[O:28])[CH:23]=[CH:24][CH:25]=1>>[OH:19][C:20]1[CH:21]=[C:22]([CH2:26][C:27]([NH:1][N:2]2[N:11]=[C:10]([N:12]3[CH2:17][CH2:16][O:15][CH2:14][CH2:13]3)[C:9]3[C:4](=[CH:5][CH:6]=[CH:7][CH:8]=3)[C:3]2=[O:18])=[O:28])[CH:23]=[CH:24][CH:25]=1. Procedure details: The product of Example 1B and 2-(3-hydroxyphenyl)acetic acid were treated using a method similar to that described in Example 111 to give the title compound. 1H NMR (500 MHz, DMSO-d6/D2O) δ 8.31-8.30 (s, 1H), 8.05-8.01 (m, 1H), 8.01-7.96 (m, 1H), 7.93-7.89 (s, 1H), 7.17-7.13 (m, 1H), 6.86-6.77 (m, 2H), 6.68 (dd, J=7.8, 2.0, 1H), 3.87-3.78 (m, 4H), 3.57 (s, 2H), 3.14-3.03 (m, 4H); MS (ESI+) M/Z 381 (M+H)+. The reactants are COC(=O)C1CCN(CC1)CC(=O)O (2-(4-(methoxycarbonyl)piperidin-1-yl)acetic acid), NCC=1NC(C2=C(N1)CCOC2)=O (2-aminomethyl-3,5,7,8-tetrahydro-pyrano[4,3-d]pyrimidin-4-one). Yields the product O=C(CN1CCC(CC1)C(=O)OC)NCC=1NC(C2=C(N1)CCOC2)=O (Methyl 1-(2-oxo-2-((4-oxo-4,5,7,8-tetrahydro-3H-pyrano[4,3-d]pyrimidin-2-yl)methylamino)ethyl)piperidine-4-carboxylate). Isolated yield 39.7%. RXN SMILES: [CH3:1][O:2][C:3]([CH:5]1[CH2:10][CH2:9][N:8]([CH2:11][C:12]([OH:14])=O)[CH2:7][CH2:6]1)=[O:4].[NH2:15][CH2:16][C:17]1[NH:18][C:19](=[O:27])[C:20]2[CH2:26][O:25][CH2:24][CH2:23][C:21]=2[N:22]=1>>[O:14]=[C:12]([NH:15][CH2:16][C:17]1[NH:18][C:19](=[O:27])[C:20]2[CH2:26][O:25][CH2:24][CH2:23][C:21]=2[N:22]=1)[CH2:11][N:8]1[CH2:7][CH2:6][CH:5]([C:3]([O:2][CH3:1])=[O:4])[CH2:10][CH2:9]1. Procedure: The title compound (1.2 g) was prepared according the general procedure of Example 1 from 2-(4-(methoxycarbonyl)piperidin-1-yl)acetic acid (2.2 g, 11 mmol) and 2-aminomethyl-3,5,7,8-tetrahydro-pyrano[4,3-d]pyrimidin-4-one (1.5 g, 8.3 mmol). MS m/z 365.3 (M+1), retention time=1.46 min.